This data is from the Open Reaction Database (ORD), a public repository of structured organic reaction records. The task is: describe an organic reaction: reactants, conditions, products, and yield Reactants: BrC=1C=C2CC(CNC2=C(C1)[N+](=O)[O-])N(CCC)CCC (6-bromo-1,2,3,4-tetrahydro-8-nitro-N,N-dipropyl-3-quinolinamine). The reagents and catalysts are [Pd] (palladium charcoal). The solvent is C(C)O (ethanol). Reaction conditions: time 18 hour. The product is C(CC)N(C1CNC2=C(C=CC=C2C1)N)CCC (1,2,3,4-tetrahydro-N3,N3 -dipropyl-3,8-quinolinediamine). Yield: 101.3%. RXN SMILES: Br[C:2]1[CH:3]=[C:4]2[C:9](=[C:10]([N+:12]([O-])=O)[CH:11]=1)[NH:8][CH2:7][CH:6]([N:15]([CH2:19][CH2:20][CH3:21])[CH2:16][CH2:17][CH3:18])[CH2:5]2>C(O)C.[Pd]>[CH2:19]([N:15]([CH2:16][CH2:17][CH3:18])[CH:6]1[CH2:5][C:4]2[C:9](=[C:10]([NH2:12])[CH:11]=[CH:2][CH:3]=2)[NH:8][CH2:7]1)[CH2:20][CH3:21]. Procedure details: A mixture of 6-bromo-1,2,3,4-tetrahydro-8-nitro-N,N-dipropyl-3-quinolinamine (2.7 g) and 10% palladium charcoal (0.5 g) in ethanol (150 mL) was hydrogenated for 18 hours. The solution was filtered and the ethanol evaporated to give 1.9 g of 1,2,3,4-tetrahydro-N3,N3 -dipropyl-3,8-quinolinediamine as an oil. Procedure: Into a 500-mL 4-necked round-bottom flask purged and maintained with an inert atmosphere of nitrogen, was placed a solution of Mg (6 g, 250.00 mmol, 2.60 equiv) in diethyl ether (50 mL). To the resulting mixture was then added a solution of CH3I (118.4 g, 833.80 mmol, 7.80 equiv) in diethyl ether (75 mL) dropwise with stirring at room temperature. The resulting solution was allowed to react for 1 hr at room temperature. The above methylmagnesium iodide solution (2M) was then added to a solution ... Solvent: C(C)OCC (diethyl ether), O1CCCC1 (tetrahydrofuran), C(C)OCC (diethyl ether). As a reaction SMILES: [CH3:1]I.C[Mg]I.[Br:6][C:7]1[CH:18]=[CH:17][C:10]([C:11](N(OC)C)=[O:12])=[C:9]([F:19])[CH:8]=1>C(OCC)C.O1CCCC1>[Br:6][C:7]1[CH:18]=[CH:17][C:10]([C:11](=[O:12])[CH3:1])=[C:9]([F:19])[CH:8]=1. Yields the product BrC1=CC(=C(C=C1)C(C)=O)F (1-(4-bromo-2-fluorophenyl)ethanone). Starting materials: CI (CH3I), C[Mg]I (methylmagnesium iodide), BrC1=CC(=C(C(=O)N(C)OC)C=C1)F (4-bromo-2-fluoro-N-methoxy-N-methylbenzamide), Mg. Reactants: CC=1C=C(C=CC1C)N1N=C(C(=C1O)C(C)=O)C(F)(F)F (1-(1-(3,4-Dimethylphenyl)-5-hydroxy-3-trifluoromethyl-1H-pyrazol-4-yl)-ethanone), OC1=C(C(=O)NN)C=CC(=C1)O (2,4-dihydroxybenzoic hydrazide). Solvent: C(C)O (ethanol). The product is CC=1C=C(C=CC1C)N1N=C(C(C1=O)=C(C)NNC(C1=C(C=C(C=C1)O)O)=O)C(F)(F)F (2,4-dihydroxybenzoic N′-(1-(1-(3,4-dimethylphenyl)-3-trifluoromethyl-5-oxo-1,5-dihydropyrazol-4-ylidene)-ethyl)-hydrazide). The yield is 87.0%. Reaction SMILES: [CH3:1][C:2]1[CH:3]=[C:4]([N:9]2[C:13]([OH:14])=[C:12]([C:15](=O)[CH3:16])[C:11]([C:18]([F:21])([F:20])[F:19])=[N:10]2)[CH:5]=[CH:6][C:7]=1[CH3:8].[OH:22][C:23]1[CH:32]=[C:31]([OH:33])[CH:30]=[CH:29][C:24]=1[C:25]([NH:27][NH2:28])=[O:26]>C(O)C>[CH3:1][C:2]1[CH:3]=[C:4]([N:9]2[C:13](=[O:14])[C:12](=[C:15]([NH:28][NH:27][C:25](=[O:26])[C:24]3[CH:29]=[CH:30][C:31]([OH:33])=[CH:32][C:23]=3[OH:22])[CH3:16])[C:11]([C:18]([F:20])([F:21])[F:19])=[N:10]2)[CH:5]=[CH:6][C:7]=1[CH3:8]. Reported procedure: 1-(1-(3,4-Dimethylphenyl)-5-hydroxy-3-trifluoromethyl-1H-pyrazol-4-yl)-ethanone (0.173 mmol, 51.5 mg) and 2,4-dihydroxybenzoic hydrazide (0.173 mmol, 30.6 mg) were stirred in ethanol (5 ml) at 80° C. for 19 hours. After the solvent was removed by evaporation, the residue was dried with a vacuum pump and filtered with chloroform, and the filtrate was concentrated and resolved by silica gel thin layer chromatography (CHCl3/MeOH=10/1) to obtain 2,4-dihydroxybenzoic N′-(1-(1-(3,4-dimethylphenyl)-3-t...